Dataset: the Open Reaction Database (ORD), a public repository of structured organic reaction records. Task: describe an organic reaction: reactants, conditions, products, and yield The product is C#CCOc1cc(OCC#CCC)ncn1. The reactants are CCC#CCO, [Cl-], C#CCOc1cc(Cl)ncn1, [H-], [NH4+], [Na+], C1CCOC1. RXN SMILES: [CH2:3]([C:4]#[C:5][CH2:6][CH3:7])[OH:8].[Cl-:20].[Cl:9][c:10]1[n:11][cH:12][n:13][c:14]([O:16][CH2:17][C:18]#[CH:19])[cH:15]1.[H-:1].[NH4+:21].[Na+:2].[O:22]1[CH2:23][CH2:24][CH2:25][CH2:26]1>>[CH2:3]([C:4]#[C:5][CH2:6][CH3:7])[O:8][c:10]1[n:11][cH:12][n:13][c:14]([O:16][CH2:17][C:18]#[CH:19])[cH:15]1. The reactants are Cl.OC=1C=C(C(=N)N)C=CC1O (3,4-Dihydroxybenzamidine hydrochloride), C(C)O (ethanol), [O-]CC.[Na+] (sodium ethoxide), C1(CC(=O)OC(OC(C)(CC)CC)O1)=O (diethylethoxymethylene malonate), C(C)O (ethanol). Product: OC=1C=C(C=CC1O)C1=NC=C(C(N1)=O)C(=O)OCC (ethyl 2-(3,4-dihydroxyphenyl)-4-oxopyrimidin-5-carboxylate). Reaction SMILES: Cl.[OH:2][C:3]1[CH:4]=[C:5]([CH:9]=[CH:10][C:11]=1[OH:12])[C:6]([NH2:8])=[NH:7].[O-:13][CH2:14][CH3:15].[Na+].C1(=O)O[CH:22]([O:23]C(CC)(CC)C)[O:21][C:19](=O)[CH2:18]1.[CH2:32](O)C>>[OH:2][C:3]1[CH:4]=[C:5]([C:6]2[NH:8][C:14](=[O:13])[C:15]([C:22]([O:21][CH2:19][CH3:18])=[O:23])=[CH:32][N:7]=2)[CH:9]=[CH:10][C:11]=1[OH:12] |f:0.1,2.3|. Procedure: 3,4-Dihydroxybenzamidine hydrochloride (3.5 g) was suspended in ethanol (10 ml) and treated with sodium ethoxide (prepared from sodium (0.43 g) and ethanol (13 ml)). The stirred mixture was cooled in an ice bath and treated dropwise with a solution of diethylethoxymethylene malonate (4.01 g) in ethanol (5 ml). The ice bath was removed and the mixture heated under reflux for 3 hours. During this time a yellow solid separated from solution. The reaction mixture was poured on to ice, acidified with... Starting materials: ClC1=NC(=CC2=CC(=C(C=C12)OCCOC)F)NC1=NNC(=C1)C ([1-Chloro-6-fluoro-7-(2-methoxy-ethoxy)-isoquinolin-3-yl]-(5-methyl-1H-pyrazol-3-yl)-amine). Run in C(C)O (ethanol). Yields the product C(C)OC1=NC(=CC2=CC(=C(C=C12)OCCOC)OCC)NC1=NNC(=C1)C ([1,6-Diethoxy-7-(2-methoxy-ethoxy)-isoquinolin-3-yl]-(5-methyl-1H-pyrazol-3-yl)-amine). As a reaction SMILES: Cl[C:2]1[C:11]2[C:6](=[CH:7][C:8](F)=[C:9]([O:12][CH2:13][CH2:14][O:15][CH3:16])[CH:10]=2)[CH:5]=[C:4]([NH:18][C:19]2[CH:23]=[C:22]([CH3:24])[NH:21][N:20]=2)[N:3]=1>C(O)C>[CH2:9]([O:12][C:2]1[C:11]2[C:6](=[CH:7][C:8]([O:15][CH2:14][CH3:13])=[C:9]([O:12][CH2:13][CH2:14][O:15][CH3:16])[CH:10]=2)[CH:5]=[C:4]([NH:18][C:19]2[CH:23]=[C:22]([CH3:24])[NH:21][N:20]=2)[N:3]=1)[CH3:8]. Procedure: Similar procedure as described in example 10 was used, starting from [1-Chloro-6-fluoro-7-(2-methoxy-ethoxy)-isoquinolin-3-yl]-(5-methyl-1H-pyrazol-3-yl)-amine and ethanol to give [1,6-Diethoxy-7-(2-methoxy-ethoxy)-isoquinolin-3-yl]-(5-methyl-1H-pyrazol-3-yl)-amine. LC-MS m/e 387(MH+). Starting materials: C(C)#N (acetonitrile), C(C)(=O)N1C=NC=C1 (1-acetylimidazole), C(C)OC(=O)C1=CC=C(C=CCBr)C=C1 (4-ethoxycarbonylcinnamyl bromide). Solvent: C(C)OCC (diethyl ether). Run at temperature 60 celsius. The product is [Br-].C(C)(=O)[N+]1=CN(C=C1)CC=CC1=CC=C(C=C1)C(=O)OCC (1-acetyl-3-(4-ethoxycarbonylcinnamyl)-imidazolium bromide). The yield is 95.3%. RXN SMILES: C(#N)C.[C:4]([N:7]1[CH:11]=[CH:10][N:9]=[CH:8]1)(=[O:6])[CH3:5].[CH2:12]([O:14][C:15]([C:17]1[CH:26]=[CH:25][C:20]([CH:21]=[CH:22][CH2:23][Br:24])=[CH:19][CH:18]=1)=[O:16])[CH3:13]>C(OCC)C>[Br-:24].[C:4]([N+:7]1[CH:11]=[CH:10][N:9]([CH2:23][CH:22]=[CH:21][C:20]2[CH:25]=[CH:26][C:17]([C:15]([O:14][CH2:12][CH3:13])=[O:16])=[CH:18][CH:19]=2)[CH:8]=1)(=[O:6])[CH3:5] |f:4.5|. Reported procedure: To 10 ml of dry acetonitrile were added 3.3 g of 1-acetylimidazole and 8.04 g of 4-ethoxycarbonylcinnamyl bromide, and the mixture was heated for 3 hours at 60° C. under stirring. After cooling, to the reaction mixture was added an adequate amount of dry diethyl ether and the resulting powder was collected by filtration and dried to obtain 10.8 g of 1-acetyl-3-(4-ethoxycarbonylcinnamyl)-imidazolium bromide. (colorless hygroscopic amorphous).